Dataset: the Open Reaction Database (ORD), a public repository of structured organic reaction records. Task: describe an organic reaction: reactants, conditions, products, and yield The reactants are C=CCN, C1CCOC1, O=C(O)c1ccc2c(c1)nc(COc1ccccc1)n2Cc1ccc(OC(F)(F)F)cc1. The product is C=CCNC(=O)c1ccc2c(c1)nc(COc1ccccc1)n2Cc1ccc(OC(F)(F)F)cc1. RXN SMILES: [CH2:33]([CH:34]=[CH2:35])[NH2:36].[CH2:37]1[O:38][CH2:39][CH2:40][CH2:41]1.[O:1]([c:2]1[cH:3][cH:4][cH:5][cH:6][cH:7]1)[CH2:8][c:9]1[n:10][c:11]2[c:12]([n:13]1[CH2:14][c:15]1[cH:16][cH:17][c:18]([O:21][C:22]([F:23])([F:24])[F:25])[cH:19][cH:20]1)[cH:26][cH:27][c:28]([C:30](=[O:31])[OH:32])[cH:29]2>>[O:1]([c:2]1[cH:3][cH:4][cH:5][cH:6][cH:7]1)[CH2:8][c:9]1[n:10][c:11]2[c:12]([n:13]1[CH2:14][c:15]1[cH:16][cH:17][c:18]([O:21][C:22]([F:23])([F:24])[F:25])[cH:19][cH:20]1)[cH:26][cH:27][c:28]([C:30](=[O:32])[NH:36][CH2:33][CH:34]=[CH2:35])[cH:29]2.